From a dataset of the Open Reaction Database (ORD), a public repository of structured organic reaction records. describe an organic reaction: reactants, conditions, products, and yield The reactants are CI (methyl iodide), CC1=C(C=CC=C1OC)N1N=NNC1=O (1-(2-methyl-3-methoxyphenyl)-1,4-dihydrotetrazole-5-one), CN(C=O)C (N,N-dimethylformamide), [H-].[Na+] (sodium hydride). Run in O (water). Run at time 1 hour. Product: CC1=C(C=CC=C1OC)N1N=NN(C1=O)C (1-(2-methyl-3-methoxyphenyl)-4-methyl-1,4-dihydrotetrazole-5-one). RXN SMILES: [CH3:1][C:2]1[C:7]([O:8][CH3:9])=[CH:6][CH:5]=[CH:4][C:3]=1[N:10]1[C:14](=[O:15])[NH:13][N:12]=[N:11]1.[CH3:16]N(C)C=O.[H-].[Na+].CI>O>[CH3:1][C:2]1[C:7]([O:8][CH3:9])=[CH:6][CH:5]=[CH:4][C:3]=1[N:10]1[C:14](=[O:15])[N:13]([CH3:16])[N:12]=[N:11]1 |f:2.3|. Procedure: To a mixture of the above-mentioned 1-(2-methyl-3-methoxyphenyl)-1,4-dihydrotetrazole-5-one 10.00 g and N,N-dimethylformamide 100 mL was added 55% sodium hydride 2.47 g under ice-cooling. The mixtures were raised to room temperature and were stirred for one hour. To the reaction mixtures was added methyl iodide 3.5 mL under ice-cooling. The mixtures were raised to room temperature and were stirred for fourteen hours. To the reaction mixtures was added water and the mixtures were extracted with e...